From a dataset of the Open Reaction Database (ORD), a public repository of structured organic reaction records. describe an organic reaction: reactants, conditions, products, and yield Starting materials: BrC1=CC(=C(C=C1)C=1C2=C(C(N(C1)C)=O)N(C=C2)S(=O)(=O)C2=CC=C(C)C=C2)OC (4-(4-bromo-2-methoxyphenyl)-6-methyl-1-tosyl-1H-pyrrolo[2,3-c]pyridin-7(6H)-one), [OH-].[K+] (potassium hydroxide), O (water). The yield is 73.2%. The reagents and catalysts are [Br-].C(CCCCCCCCCCCCCCC)[N+](C)(C)C (cetyltrimethylammonium bromide). Reaction SMILES: [Br:1][C:2]1[CH:7]=[CH:6][C:5]([C:8]2[C:9]3[CH:18]=[CH:17][N:16](S(C4C=CC(C)=CC=4)(=O)=O)[C:10]=3[C:11](=[O:15])[N:12]([CH3:14])[CH:13]=2)=[C:4]([O:29][CH3:30])[CH:3]=1.[OH-].[K+].O>[Br-].C([N+](C)(C)C)CCCCCCCCCCCCCCC.O1CCOCC1>[Br:1][C:2]1[CH:7]=[CH:6][C:5]([C:8]2[C:9]3[CH:18]=[CH:17][NH:16][C:10]=3[C:11](=[O:15])[N:12]([CH3:14])[CH:13]=2)=[C:4]([O:29][CH3:30])[CH:3]=1 |f:1.2,4.5|. Reported procedure: The product from Example 241a (0.2 g, 0.410 mmol), potassium hydroxide (0.460 g, 8.21 mmol) and cetyltrimethylammonium bromide (7.48 mg, 0.021 mmol) were combined in dioxane (8 mL) and water (4 mL) and heated at 100° C. for 18 hours. The reaction mixture was partitioned between equal volumes of ethyl acetate and water and the pH was adjusted to pH 7 by careful addition of concentrated HCl. The organic layer was separated and washed three times with saturated aqueous sodium chloride, dried (Na2SO... The product is BrC1=CC(=C(C=C1)C=1C2=C(C(N(C1)C)=O)NC=C2)OC (4-(4-bromo-2-methoxyphenyl)-6-methyl-1,6-dihydro-7H-pyrrolo[2,3-c]pyridin-7-one). The solvent is O1CCOCC1 (dioxane). Starting materials: FC(OC1=CC2=C(C=C1)C1(C(NC3=CC=CC=C13)=O)CO2)(F)F (6-(trifluoromethoxy)spiro[1-benzofuran-3,3′-indol]-2′(1′H)-one), BrCC=1OC(=CC1)C(F)(F)F (2-(bromomethyl)-5-(trifluoromethyl)furan), BrC1=C2C3(C(NC2=CC=C1)=O)COC=1C3=CC3=C(OCO3)C1 (4′-bromospiro[furo[2,3-f][1,3]benzodioxole-7,3′-indol]-2′(1′H)-one), Br.BrCC=1C=NC=CC1 (3-(bromomethyl)pyridine hydrobromide). RXN SMILES: [F:1][C:2]([F:23])([F:22])[O:3][C:4]1[CH:9]=[CH:8][C:7]2[C:10]3([CH2:20][O:21][C:6]=2[CH:5]=1)[C:18]1[C:13](=[CH:14][CH:15]=[CH:16][CH:17]=1)[NH:12][C:11]3=[O:19].Br[C:25]1[CH:33]=[CH:32][CH:31]=[C:30]2C=1C1(C3=CC4OCOC=4C=C3OC1)[C:28](=O)[NH:29]2.Br.BrCC1C=NC=CC=1.BrCC1OC(C(F)(F)F)=CC=1>>[N:29]1[CH:30]=[CH:31][CH:32]=[C:33]([CH2:25][N:12]2[C:13]3[C:18](=[CH:17][CH:16]=[CH:15][CH:14]=3)[C:10]3([C:7]4[CH:8]=[CH:9][C:4]([O:3][C:2]([F:1])([F:22])[F:23])=[CH:5][C:6]=4[O:21][CH2:20]3)[C:11]2=[O:19])[CH:28]=1 |f:2.3|. Procedure: Following the procedure described in EXAMPLE 10.47, and making non-critical variations using 6-(trifluoromethoxy)spiro[1-benzofuran-3,3′-indol]-2′(1′H)-one to replace 4′-bromospiro[furo[2,3-f][1,3]benzodioxole-7,3′-indol]-2′(1′H)-one, and 3-(bromomethyl)pyridine hydrobromide to replace 2-(bromomethyl)-5-(trifluoromethyl)furan, 1′-(pyridin-3-ylmethyl)-6-(trifluoromethoxy)spiro[1-benzofuran-3,3′-indol]-2′(1′H)-one was obtained, which was treated with 4.0 M HCl in dioxane to give the title compound... The product is N1=CC(=CC=C1)CN1C(C2(C3=CC=CC=C13)COC1=C2C=CC(=C1)OC(F)(F)F)=O (1′-(pyridin-3-ylmethyl)-6-(trifluoromethoxy)spiro[1-benzofuran-3,3′-indol]-2′(1′H)-one). The reactants are BrC1=CC(=CC=2N(CCOC21)CCCC)C(=O)OC (methyl 8-bromo-4-butyl-3,4-dihydro-2H-1,4-benzoxazine-6-carboxylate), [Cu](C#N)C#N (copper cyanide), Cl (hydrochloric acid). Run in CN1CCCC1=O (NMP). Conditions: temperature 175 celsius, time 8 hour. Product: C(CCC)N1CCOC2=C1C=C(C=C2C#N)C(=O)OC (Methyl 4-butyl-8-cyano-3,4-dihydro-2H-1,4-benzoxazine-6-carboxylate). The yield is 66.7%. Reaction SMILES: Br[C:2]1[C:11]2[O:10][CH2:9][CH2:8][N:7]([CH2:12][CH2:13][CH2:14][CH3:15])[C:6]=2[CH:5]=[C:4]([C:16]([O:18][CH3:19])=[O:17])[CH:3]=1.[Cu](C#N)[C:21]#[N:22].Cl>CN1C(=O)CCC1>[CH2:12]([N:7]1[C:6]2[CH:5]=[C:4]([C:16]([O:18][CH3:19])=[O:17])[CH:3]=[C:2]([C:21]#[N:22])[C:11]=2[O:10][CH2:9][CH2:8]1)[CH2:13][CH2:14][CH3:15]. Procedure: To a flask containing methyl 8-bromo-4-butyl-3,4-dihydro-2H-1,4-benzoxazine-6-carboxylate (0.33 g) was added NMP (7 mL), followed by copper cyanide (0.18 g). The mixture was then heated to 175° C. and stirred overnight. The resulting mixture was cooled to room temperature and poured into 1 N hydrochloric acid. The acidic aqueous layer was extracted with ethyl acetate, washed with 1 N hydrochloric acid (15 mL), saturated sodium bicarbonate (15 mL), and brine, dried (magnesium sulfate), filtered, ...